The task is: describe an organic reaction: reactants, conditions, products, and yield. This data is from the Open Reaction Database (ORD), a public repository of structured organic reaction records. Starting materials: COC(=O)c1ccc(Oc2cc(N(COCC[Si](C)(C)C)COCC[Si](C)(C)C)n3ncc(-c4ccc(-c5ccccc5)nc4)c3n2)cc1, O=C1CCC(=O)N1Br. Yields the product COC(=O)c1ccc(Oc2nc3c(-c4ccc(-c5ccccc5)nc4)cnn3c(N(COCC[Si](C)(C)C)COCC[Si](C)(C)C)c2Br)cc1. RXN SMILES: [CH3:1][Si:2]([CH2:3][CH2:4][O:5][CH2:6][N:7]([c:8]1[cH:9][c:10]([O:29][c:30]2[cH:31][cH:32][c:33]([C:34](=[O:35])[O:36][CH3:37])[cH:38][cH:39]2)[n:11][c:12]2[n:13]1[n:14][cH:15][c:16]2-[c:17]1[cH:18][n:19][c:20](-[c:23]2[cH:24][cH:25][cH:26][cH:27][cH:28]2)[cH:21][cH:22]1)[CH2:40][O:41][CH2:42][CH2:43][Si:44]([CH3:45])([CH3:46])[CH3:47])([CH3:48])[CH3:49].[O:50]=[C:51]1[N:52]([Br:57])[C:53](=[O:54])[CH2:55][CH2:56]1>>[CH3:1][Si:2]([CH2:3][CH2:4][O:5][CH2:6][N:7]([c:8]1[c:9]([Br:57])[c:10]([O:29][c:30]2[cH:31][cH:32][c:33]([C:34](=[O:35])[O:36][CH3:37])[cH:38][cH:39]2)[n:11][c:12]2[n:13]1[n:14][cH:15][c:16]2-[c:17]1[cH:18][n:19][c:20](-[c:23]2[cH:24][cH:25][cH:26][cH:27][cH:28]2)[cH:21][cH:22]1)[CH2:40][O:41][CH2:42][CH2:43][Si:44]([CH3:45])([CH3:46])[CH3:47])([CH3:48])[CH3:49].